From a dataset of the Open Reaction Database (ORD), a public repository of structured organic reaction records. describe an organic reaction: reactants, conditions, products, and yield The reactants are C(C1=CC=CC=C1)OC(=O)N1CCC2(CC1)C=CC(CC2)=O (9-oxo-3-aza-spiro[5.5]undec-7-ene-3-carboxylic acid benzyl ester), CN(C)C(N(C)C)N(C)C (tris(dimethylamino)methane). The solvent is C1(=CC=CC=C1)C (toluene). The product is CN(C)C=C1C(C=CC2(CCN(CC2)C(=O)OCC2=CC=CC=C2)C1)=O (Benzyl 10-((dimethylamino)methylene)-9-oxo-3-azaspiro[5,5]undec-7-ene-3-carboxylate). Yield: 100.0%. As a reaction SMILES: [CH2:1]([O:8][C:9]([N:11]1[CH2:16][CH2:15][C:14]2([CH2:21][CH2:20][C:19](=[O:22])[CH:18]=[CH:17]2)[CH2:13][CH2:12]1)=[O:10])[C:2]1[CH:7]=[CH:6][CH:5]=[CH:4][CH:3]=1.[CH3:23][N:24]([CH:26](N(C)C)N(C)C)[CH3:25]>C1(C)C=CC=CC=1>[CH3:23][N:24]([CH:26]=[C:20]1[CH2:21][C:14]2([CH2:13][CH2:12][N:11]([C:9]([O:8][CH2:1][C:2]3[CH:7]=[CH:6][CH:5]=[CH:4][CH:3]=3)=[O:10])[CH2:16][CH2:15]2)[CH:17]=[CH:18][C:19]1=[O:22])[CH3:25]. Procedure details: 9-oxo-3-aza-spiro[5.5]undec-7-ene-3-carboxylic acid benzyl ester, Preparation I-IA-2 (15.4 g, 51 mmol) was dissolved in 180 mL toluene and tris(dimethylamino)methane (22.2 g, 27 mmol) was added. The reaction was heated to reflux for 5 hours and then allowed to cool to room temperature overnight. The reaction solution was concentrated in vacuo to provide the title compound (18.0 g, 100%): +APCI MS (M+H) 354.6; 1H NMR (400 MHz, CDCl3) δ ppm 7.49 (s, 1H), 7.28-7.40 (m, 5H), 6.59 (d, J=10.16 Hz, 1H)... Starting materials: C(C)OC(C=C(OCC)N)=O (β-amino-β-ethoxyacrylic acid ethyl ester), COC1=CC=C(CNN)C=C1 (4-methoxybenzylhydrazine), compound. Product: NC=1NN(C(C1)=O)CC1=CC=C(C=C1)OC (3-Amino-1-(4-methoxybenzyl)-pyrazol-5-one). RXN SMILES: C([O:3][C:4](=O)[CH:5]=[C:6]([NH2:10])OCC)C.[CH3:12][O:13][C:14]1[CH:22]=[CH:21][C:17]([CH2:18][NH:19][NH2:20])=[CH:16][CH:15]=1>>[NH2:10][C:6]1[NH:20][N:19]([CH2:18][C:17]2[CH:21]=[CH:22][C:14]([O:13][CH3:12])=[CH:15][CH:16]=2)[C:4](=[O:3])[CH:5]=1. Procedure: From 17.5 g of β-amino-β-ethoxyacrylic acid ethyl ester and 15.2 g of 4-methoxybenzylhydrazine, analogously to the procedure described in Example 45, 9.7 g of the compound identified above, as colorless crystals of melting point 161°, corresponding to 44% of theory, are obtained. Reactants: S(=O)(Cl)Cl (Thionyl chloride), CC(CO)(C(=O)O)N (DL-2-methylserine hydrate), CO (methanol). Run at time 8 hour. The product is Cl.C[C@](N)(CO)C(=O)OC ((±)-Methyl 2-methylserinate hydrochloride). Reaction SMILES: S(Cl)([Cl:3])=O.[CH3:5][C:6]([NH2:12])([C:9]([OH:11])=[O:10])[CH2:7][OH:8].[CH3:13]O>>[ClH:3].[CH3:5][C@@:6]([C:9]([O:11][CH3:13])=[O:10])([CH2:7][OH:8])[NH2:12] |f:3.4|. Procedure: Thionyl chloride (12.8 mL, 175 mmol) was added dropwise to a stirred suspension of DL-2-methylserine hydrate, (10.4 g, 88.0 mmol) in anhydrous methanol (67 mL) at 0° C. The solids gradually dissolved during the addition. Upon complete addition the bath was removed and the mixture stirred at room temperature overnight. The solvent was then removed in vacuo to give an oil which was azeotroped twice with ether and further dried under vacuum to give the title compound.